From a dataset of the Open Reaction Database (ORD), a public repository of structured organic reaction records. describe an organic reaction: reactants, conditions, products, and yield As a reaction SMILES: [C:1]([O:2][C:3](=[O:4])[N:8]1[CH2:9][CH:10]2[CH2:11][N:12]([CH2:17][CH2:18][N:19]([C:20](=[O:21])[N:22]([CH3:23])[CH3:24])[CH2:25][CH2:26][O:27][c:28]3[cH:29][cH:30][c:31]([C:34]#[N:35])[cH:32][cH:33]3)[CH2:13][CH:14]([CH2:15]1)[O:16]2)([CH3:5])([CH3:6])[CH3:7].[ClH:36].[O:37]1[CH2:38][CH2:39][O:40][CH2:41][CH2:42]1>>[NH:8]1[CH2:9][CH:10]2[CH2:11][N:12]([CH2:17][CH2:18][N:19]([C:20](=[O:21])[N:22]([CH3:23])[CH3:24])[CH2:25][CH2:26][O:27][c:28]3[cH:29][cH:30][c:31]([C:34]#[N:35])[cH:32][cH:33]3)[CH2:13][CH:14]([CH2:15]1)[O:16]2. The product is CN(C)C(=O)N(CCOc1ccc(C#N)cc1)CCN1CC2CNCC(C1)O2. The reactants are CN(C)C(=O)N(CCOc1ccc(C#N)cc1)CCN1CC2CN(C(=O)OC(C)(C)C)CC(C1)O2, Cl, C1COCCO1. Reactants: O.C(C)(C)(C)OC(=O)N[C@@H](CC(C)C)C(=O)O (tert-butoxycarbonyl-L-leucine monohydrate), ON1C(CCC1=O)=O (N-hydroxy succinimide), COC1=C(C=CC(=C1OC)OC)CN1CCNCC1 (1-(2,3,4-trimethoxyphenylmethyl)piperazine), C1(=C(C(=C(C(=C1F)F)F)N)F)N.Cl.Cl (dihydrochloride), C1(CCCCC1)N=C=NC1CCCCC1 (N,N'-dicyclohexylcarbodiimide). Run in C(Cl)Cl (methylene chloride), C(Cl)Cl (methylene chloride), C(C)N(CC)CC (triethylamine). Conditions: time 4 hour. Product: CC(C[C@@H](C(=O)N1CCN(CC1)CC1=C(C(=C(C=C1)OC)OC)OC)NC(OC(C)(C)C)=O)C (tert-butyl (s)-3-methyl-1-[4-(2,3,4-trimethoxyphenylmethyl)-piperazine-1-yl carbonyl]butylcarbamate). The yield is 99.0%. As a reaction SMILES: C1(N=C=NC2CCCCC2)CCCCC1.O.[C:17]([O:21][C:22]([NH:24][C@H:25]([C:30]([OH:32])=O)[CH2:26][CH:27]([CH3:29])[CH3:28])=[O:23])([CH3:20])([CH3:19])[CH3:18].ON1C(=O)CCC1=O.[CH3:41][O:42][C:43]1[C:48]([O:49][CH3:50])=[C:47]([O:51][CH3:52])[CH:46]=[CH:45][C:44]=1[CH2:53][N:54]1[CH2:59][CH2:58][NH:57][CH2:56][CH2:55]1.C1(N)C(F)=C(F)C(F)=C(N)C=1F.Cl.Cl>C(N(CC)CC)C.C(Cl)Cl>[CH3:29][CH:27]([CH3:28])[CH2:26][C@H:25]([NH:24][C:22](=[O:23])[O:21][C:17]([CH3:18])([CH3:19])[CH3:20])[C:30]([N:57]1[CH2:56][CH2:55][N:54]([CH2:53][C:44]2[CH:45]=[CH:46][C:47]([O:51][CH3:52])=[C:48]([O:49][CH3:50])[C:43]=2[O:42][CH3:41])[CH2:59][CH2:58]1)=[O:32] |f:1.2,5.6.7|. Reported procedure: Under cooling with ice, a methylene chloride solution (30 ml) of N,N'-dicyclohexylcarbodiimide (41.2 g) was added dropwise to a methylene chloride solution (70 ml) containing tert-butoxycarbonyl-L-leucine monohydrate (4.98 g) and N-hydroxy succinimide (2.30 g), and the mixture was stirred at room temperature for 4 hours. While cooling again with ice, 1-(2,3,4-trimethoxyphenylmethyl)piperazine=dihydrochloride (6.79 g) was added, and triethylamine (8.5 ml) was then added dropwise. The mixture was ... Reactants: NC1=C2NC(N(C2=NC(=N1)OCCCC)CCCNC=1C=C(C=CC1)CC(=O)OC)=O (Methyl (3-{[3-(6-amino-2-butoxy-8-oxo-7,8-dihydro-9H-purin-9-yl)propyl]amino}phenyl)acetate), [OH-].[Li+] (lithium hydroxide). Run in CO (methanol), O (water). Product: NC1=C2NC(N(C2=NC(=N1)OCCCC)CCCNC=1C=C(C=CC1)CC(=O)O)=O ((3-{[3-(6-Amino-2-butoxy-8-oxo-7,8-dihydro-9H-purin-9-yl)propyl]amino}phenyl)acetic acid). RXN SMILES: [NH2:1][C:2]1[N:10]=[C:9]([O:11][CH2:12][CH2:13][CH2:14][CH3:15])[N:8]=[C:7]2[C:3]=1[NH:4][C:5](=[O:31])[N:6]2[CH2:16][CH2:17][CH2:18][NH:19][C:20]1[CH:21]=[C:22]([CH2:26][C:27]([O:29]C)=[O:28])[CH:23]=[CH:24][CH:25]=1.[OH-].[Li+]>CO.O>[NH2:1][C:2]1[N:10]=[C:9]([O:11][CH2:12][CH2:13][CH2:14][CH3:15])[N:8]=[C:7]2[C:3]=1[NH:4][C:5](=[O:31])[N:6]2[CH2:16][CH2:17][CH2:18][NH:19][C:20]1[CH:21]=[C:22]([CH2:26][C:27]([OH:29])=[O:28])[CH:23]=[CH:24][CH:25]=1 |f:1.2|. Procedure: The compound obtained in Example 2-42 (70 mg) was dissolved in methanol (5 ml) and a lithium hydroxide solution (45 mg) in water (5 ml) was added thereto. The same manner to Example 2-12 was conducted to give the titled compound as a colorless solid. Yield: 14 mg (21%); mp 247° C., MS APCI-ve 413 (M−H). The reactants are CC(C)(C)c1ccc(S(=O)(=O)Nc2ccc(Cl)cc2-n2nnc3c(Cl)nccc32)cc1, CCO, N. Product: CC(C)(C)c1ccc(S(=O)(=O)Nc2ccc(Cl)cc2-n2nnc3c(N)nccc32)cc1. As a reaction SMILES: [C:1]([CH3:2])([CH3:3])([CH3:4])[c:5]1[cH:6][cH:7][c:8]([S:11](=[O:12])(=[O:13])[NH:14][c:15]2[c:16](-[n:22]3[n:23][n:24][c:25]4[c:26]([Cl:31])[n:27][cH:28][cH:29][c:30]34)[cH:17][c:18]([Cl:21])[cH:19][cH:20]2)[cH:9][cH:10]1.[CH3:33][CH2:34][OH:35].[NH3:32]>>[C:1]([CH3:2])([CH3:3])([CH3:4])[c:5]1[cH:6][cH:7][c:8]([S:11](=[O:12])(=[O:13])[NH:14][c:15]2[c:16](-[n:22]3[n:23][n:24][c:25]4[c:26]([NH2:32])[n:27][cH:28][cH:29][c:30]34)[cH:17][c:18]([Cl:21])[cH:19][cH:20]2)[cH:9][cH:10]1.